This data is from the Open Reaction Database (ORD), a public repository of structured organic reaction records. The task is: describe an organic reaction: reactants, conditions, products, and yield Reactants: BrC=1C(=CC(=NC1)O)C (5-bromo-2-hydroxy-4-methylpyridine), O1CCC(CC1)O (tetrahydro-4H-pyran-4-ol). Product: BrC=1C(=CC(=NC1)OC1CCOCC1)C (5-Bromo-4-methyl-2-(tetrahydro-pyran-4-yloxy)-pyridine). As a reaction SMILES: [Br:1][C:2]1[C:3]([CH3:9])=[CH:4][C:5]([OH:8])=[N:6][CH:7]=1.[O:10]1[CH2:15][CH2:14][CH:13](O)[CH2:12][CH2:11]1>>[Br:1][C:2]1[C:3]([CH3:9])=[CH:4][C:5]([O:8][CH:13]2[CH2:14][CH2:15][O:10][CH2:11][CH2:12]2)=[N:6][CH:7]=1. Procedure details: The title compound was prepared from 5-bromo-2-hydroxy-4-methylpyridine and tetrahydro-4H-pyran-4-ol in analogy to Example 9c): colorless solid. The reactants are ClC1=NC=C(C(=N1)Cl)[N+](=O)[O-] (2,4-dichloro-5-nitropyrimidine), COC=1C=C(N)C=CC1OC (3,4-dimethoxyaniline). Yields the product COC=1C=C(C=CC1OC)NC1=NC=C(C(=N1)NC1=CC(=C(C=C1)OC)OC)[N+](=O)[O-] (N2,N4-bis-(3,4-dimethoxyphenyl)-5-nitro-2,4-pyrimidinediamine). As a reaction SMILES: Cl[C:2]1[N:7]=[C:6](Cl)[C:5]([N+:9]([O-:11])=[O:10])=[CH:4][N:3]=1.[CH3:12][O:13][C:14]1[CH:15]=[C:16]([CH:18]=[CH:19][C:20]=1[O:21][CH3:22])[NH2:17]>>[CH3:12][O:13][C:14]1[CH:15]=[C:16]([NH:17][C:2]2[N:7]=[C:6]([NH:17][C:16]3[CH:18]=[CH:19][C:20]([O:21][CH3:22])=[C:14]([O:13][CH3:12])[CH:15]=3)[C:5]([N+:9]([O-:11])=[O:10])=[CH:4][N:3]=2)[CH:18]=[CH:19][C:20]=1[O:21][CH3:22]. Reported procedure: In like manner to the preparation of N2,N4-bis(3-hydroxyphenyl)-5-fluoro-2,4-pyrimidinediamine, the reaction of 2,4-dichloro-5-nitropyrimidine with 3,4-dimethoxyaniline gave N2,N4-bis-(3,4-dimethoxyphenyl)-5-nitro-2,4-pyrimidinediamine. LCMS: ret. time: 28.30 min.; purity: 100%; MS (m/e): 428 (MH+); 1H NMR (CDCl3): δ 10.30 (1H, s), 9.14 (1H, s), 7.52 (1H, s), 7.08 (3H, m), 7.00 (1H, d, J=8.4 Hz), 6.84 (1H, d, J=8.4 Hz), 6.76 (1H, d, J=8.4 Hz), 3.90 (3H, s), 3.87 (3H, s), 3.68 (3H, s), 3.60 (3H, ... Reaction SMILES: [C:1]1([C:7]([C:12]2[CH:17]=[CH:16][CH:15]=[CH:14][CH:13]=2)([CH3:11])[C:8](Cl)=[O:9])[CH:6]=[CH:5][CH:4]=[CH:3][CH:2]=1.[CH2:18]([NH2:21])[CH2:19][CH3:20]>>[C:1]1([C:7]([C:12]2[CH:17]=[CH:16][CH:15]=[CH:14][CH:13]=2)([CH3:11])[C:8]([NH:21][CH2:18][CH2:19][CH3:20])=[O:9])[CH:6]=[CH:5][CH:4]=[CH:3][CH:2]=1. Reactants: C1(=CC=CC=C1)C(C(=O)Cl)(C)C1=CC=CC=C1 (2,2-diphenylpropionyl chloride), C(CC)N (propylamine). Procedure details: The title compound, white solid, m.p. 62° C. and MS: m/e=267 (M+) was prepared in accordance with the general method of example 1 from 2,2-diphenylpropionyl chloride and propylamine. The product is C1(=CC=CC=C1)C(C(=O)NCCC)(C)C1=CC=CC=C1 (2,2-Diphenyl-N-propyl-propionamide). Reactants: NC=1C=C(OCCCNC)C=CC1 ((3-(3-aminophenoxy)propyl)methylamine), O=C([C@H](O)[C@@H](O)[C@@H](O)[C@H](O)C(=O)O)O (galactaric acid), O (Water). Run in C(C)O (ethanol). Yields the product O=C([C@H](O)[C@@H](O)[C@@H](O)[C@H](O)C(=O)O)O.NC=1C=C(OCCCNC)C=CC1.NC=1C=C(OCCCNC)C=CC1 ((3-(3-Aminophenoxy)propyl)methylamine Hemigalactarate). RXN SMILES: [NH2:1][C:2]1[CH:3]=[C:4]([CH:11]=[CH:12][CH:13]=1)[O:5][CH2:6][CH2:7][CH2:8][NH:9][CH3:10].[O:14]=[C:15]([OH:27])[C@@H:16]([C@H:18]([C@H:20]([C@@H:22]([C:24]([OH:26])=[O:25])[OH:23])[OH:21])[OH:19])[OH:17].O>C(O)C>[O:14]=[C:15]([OH:27])[C@@H:16]([C@H:18]([C@H:20]([C@@H:22]([C:24]([OH:26])=[O:25])[OH:23])[OH:21])[OH:19])[OH:17].[NH2:1][C:2]1[CH:3]=[C:4]([CH:11]=[CH:12][CH:13]=1)[O:5][CH2:6][CH2:7][CH2:8][NH:9][CH3:10].[NH2:1][C:2]1[CH:3]=[C:4]([CH:11]=[CH:12][CH:13]=1)[O:5][CH2:6][CH2:7][CH2:8][NH:9][CH3:10] |f:4.5.6|. Procedure: To a solution of (3-(3-aminophenoxy)propyl)methylamine (2.77 g, 15.30 mmol) in ethanol was added galactaric acid (1.61 g, 7.65 mmol). Water was added drop-wise, while warming the solution to reflux. To remove some white, insoluble solids, the warm solution was filtered through a glass wool plug, washing the filter plug with a warm solution of ethanol-water (4:1, v/v). The filtrate was diluted with ethanol. The mixture was allowed to cool to ambient temperature and was further cooled at 5° C. No ...